The task is: describe an organic reaction: reactants, conditions, products, and yield. This data is from the Open Reaction Database (ORD), a public repository of structured organic reaction records. Yields the product CN(C(=O)C=1NC2=CC=CC=C2C1)CCO (N-Methyl-N-(2-hydroxyethyl)indole-2-carboxamide). As a reaction SMILES: C(N1C=CN=C1)(N1C=CN=C1)=O.[NH:13]1[C:21]2[C:16](=[CH:17][CH:18]=[CH:19][CH:20]=2)[CH:15]=[C:14]1[C:22]([OH:24])=O.[CH3:25][NH:26][CH2:27][CH2:28][OH:29]>O1CCCC1>[CH3:25][N:26]([CH2:27][CH2:28][OH:29])[C:22]([C:14]1[NH:13][C:21]2[C:16]([CH:15]=1)=[CH:17][CH:18]=[CH:19][CH:20]=2)=[O:24]. Starting materials: C(=O)(N1C=NC=C1)N1C=NC=C1 (1,1'-carbonyldiimidazole), N1C(=CC2=CC=CC=C12)C(=O)O (indole-2-carboxylic acid), CNCCO (2-(methylamino)ethanol). Reported procedure: 1,1'-carbonyldiimidazole (1.11 g) is added to a solution of indole-2-carboxylic acid (1.0 g) in tetrahydrofuran (15 ml). The mixture is stirred 1 hour at 20°-25° and 2-(methylamino)ethanol (5.0 ml) is added. The mixture is stirred 21 hours at 20°-25° and 24 hours at reflux. The mixture is concentrated under reduced pressure, diluted with methylene chloride and extracted with water and saturated sodium bicarbonate. The phases are separated and the organic phase is dried with saline and sodium sul... Solvent: O1CCCC1 (tetrahydrofuran). Run at time 1 hour. The reactants are FC=1C=C(C(=CC1)C1=C(C=CC(=C1)C=1N=C(N=NC1)SC)F)C#N (4,2′-Difluoro-5′-(3-methylsulfanyl-[1,2,4]triazin-5-yl)biphenyl-2-carbonitrile), FC1=C(C=CC(=C1)F)B(O)O (2,4-difluorobenzeneboronic acid). The product is FC=1C=C(C(=CC1)C1=C(C=CC(=C1)C=1N=C(N=NC1)C1=C(C=C(C=C1)F)F)F)C#N (4,2′-Difluoro-5′-[3-(2,4-difluorophenyl)-[1,2,4]triazin-5-yl]biphenyl-2-carbonitrile). The yield is 69.4%. RXN SMILES: [F:1][C:2]1[CH:3]=[C:4]([C:23]#[N:24])[C:5]([C:8]2[CH:13]=[C:12]([C:14]3[N:15]=[C:16](SC)[N:17]=[N:18][CH:19]=3)[CH:11]=[CH:10][C:9]=2[F:22])=[CH:6][CH:7]=1.[F:25][C:26]1[CH:31]=[C:30]([F:32])[CH:29]=[CH:28][C:27]=1B(O)O>>[F:1][C:2]1[CH:3]=[C:4]([C:23]#[N:24])[C:5]([C:8]2[CH:13]=[C:12]([C:14]3[N:15]=[C:16]([C:29]4[CH:28]=[CH:27][C:26]([F:25])=[CH:31][C:30]=4[F:32])[N:17]=[N:18][CH:19]=3)[CH:11]=[CH:10][C:9]=2[F:22])=[CH:6][CH:7]=1. Reported procedure: 4,2′-Difluoro-5′-(3-methylsulfanyl-[1,2,4]triazin-5-yl)biphenyl-2-carbonitrile (0.15 g, 0.44 mmol) was coupled to 2,4-difluorobenzeneboronic acid (0.135 g, 0.97 mmol) by the method of Example 2 to give the title product as a pale yellow solid (124 mg): δH (400 MHz, CDCl3) 6.99-7.11 (2H, m), 7.44-7.48 (2H, m), 7.54-7.59 (2H, m), 8.32-8.39 (3H, m) 9.65 (1H, s); m/z (ES+) 407 (M++H). Starting materials: COc1ccc(CN(Cc2ccc(OC)cc2)c2ncc(-c3nc(N4CCOCC4)nc4c3CCN4)cn2)cc1, Cc1cc(C(=O)N2CCN(C)CC2)ccc1N, NC(N)=S. The product is COc1ccc(CN(Cc2ccc(OC)cc2)c2ncc(-c3nc(N4CCOCC4)nc4c3CCN4C(=S)Nc3ccc(C(=O)N4CCN(C)CC4)cc3C)cn2)cc1. Reaction SMILES: [CH3:1][O:2][c:3]1[cH:4][cH:5][c:6]([CH2:7][N:8]([c:9]2[n:10][cH:11][c:12](-[c:15]3[c:16]4[c:17]([n:18][c:19]([N:21]5[CH2:22][CH2:23][O:24][CH2:25][CH2:26]5)[n:20]3)[NH:27][CH2:28][CH2:29]4)[cH:13][n:14]2)[CH2:30][c:31]2[cH:32][cH:33][c:34]([O:37][CH3:38])[cH:35][cH:36]2)[cH:39][cH:40]1.[NH2:41][c:42]1[c:43]([CH3:57])[cH:44][c:45]([C:48](=[O:49])[N:50]2[CH2:51][CH2:52][N:53]([CH3:56])[CH2:54][CH2:55]2)[cH:46][cH:47]1.[NH2:58][C:59]([NH2:60])=[S:61]>>[CH3:1][O:2][c:3]1[cH:4][cH:5][c:6]([CH2:7][N:8]([c:9]2[n:10][cH:11][c:12](-[c:15]3[c:16]4[c:17]([n:18][c:19]([N:21]5[CH2:22][CH2:23][O:24][CH2:25][CH2:26]5)[n:20]3)[N:27]([C:59]([NH:41][c:42]3[c:43]([CH3:57])[cH:44][c:45]([C:48](=[O:49])[N:50]5[CH2:51][CH2:52][N:53]([CH3:56])[CH2:54][CH2:55]5)[cH:46][cH:47]3)=[S:61])[CH2:28][CH2:29]4)[cH:13][n:14]2)[CH2:30][c:31]2[cH:32][cH:33][c:34]([O:37][CH3:38])[cH:35][cH:36]2)[cH:39][cH:40]1. Starting materials: O=Cc1ccc(OCCBr)cc1, CCc1nc(C(F)(F)F)cc(=O)[nH]1, [K+], [K+], O=C([O-])[O-]. Product: CCc1nc(C(F)(F)F)cc(=O)n1CCOc1ccc(C=O)cc1. RXN SMILES: [Br:14][CH2:15][CH2:16][O:17][c:18]1[cH:19][cH:20][c:21]([CH:22]=[O:23])[cH:24][cH:25]1.[CH2:1]([CH3:2])[c:3]1[nH:4][c:5](=[O:13])[cH:6][c:7]([C:9]([F:10])([F:11])[F:12])[n:8]1.[K+:26].[K+:27].[O-:28][C:29]([O-:30])=[O:31]>>[CH2:1]([CH3:2])[c:3]1[n:4]([CH2:15][CH2:16][O:17][c:18]2[cH:19][cH:20][c:21]([CH:22]=[O:23])[cH:24][cH:25]2)[c:5](=[O:13])[cH:6][c:7]([C:9]([F:10])([F:11])[F:12])[n:8]1. Isolated yield 42.3%. The solvent is O1CCOCC1 (1,4-dioxane). Reagents/catalysts: C1=CC=C(C=C1)P([C-]2C=CC=C2)C3=CC=CC=C3.C1=CC=C(C=C1)P([C-]2C=CC=C2)C3=CC=CC=C3.Cl[Pd]Cl.[Fe+2] ([1,1′-bis(diphenylphosphino)ferrocene]dichloropalladium(II)), C1(=CC=CC=C1)P([C-]1C=CC=C1)C1=CC=CC=C1.[C-]1(C=CC=C1)P(C1=CC=CC=C1)C1=CC=CC=C1.[Fe+2] (1,1′-bis(diphenylphosphino)ferrocene). Product: ClC1=C(C=CC=C1C(F)(F)F)C(=O)N1CC=2C(CC1)=C(NN2)C=2C=NC=C(C2)F (6-{[2-Chloro-3-(trifluoromethyl)phenyl]carbonyl}-3-(5-fluoropyridin-3-yl)-4,5,6,7-tetrahydro-2H-pyrazolo[3,4-c]pyridine). Conditions: temperature 100 celsius, time 8 hour. Starting materials: ClC1=C(C=CC=C1C(F)(F)F)C(=O)N1CC2=C(CC1)C(=NN2C2OCCCC2)I (6-{[2-Chloro-3-(trifluoromethyl)phenyl]carbonyl}-3-iodo-1-(tetrahydro-2H-pyran-2-yl)-4,5,6,7-tetrahydro-1H-pyrazolo[3,4-c]pyridine), FC=1C=C(C=NC1)B(O)O (5-fluoropyridine-3-boronic acid), P(=O)([O-])([O-])[O-].[K+].[K+].[K+] (potassium phosphate). Procedure: To a solution of 6-{[2-Chloro-3-(trifluoromethyl)phenyl]carbonyl}-3-iodo-1-(tetrahydro-2H-pyran-2-yl)-4,5,6,7-tetrahydro-1H-pyrazolo[3,4-c]pyridine (90 mg, 0.167 mmol) in 1,4-dioxane (1 mL) was added 5-fluoropyridine-3-boronic acid (70 mg, 0.50 mmol), potassium phosphate (106 mg, 0.50 mmol), [1,1′-bis(diphenylphosphino)ferrocene]dichloropalladium(II) (18 mg, 0.025 mmol) and 1,1′-bis(diphenylphosphino)ferrocene (6 mg, 0.010 mmol). The reaction was stirred at 100° C. overnight under an atmosphere ... RXN SMILES: [Cl:1][C:2]1[C:7]([C:8]([F:11])([F:10])[F:9])=[CH:6][CH:5]=[CH:4][C:3]=1[C:12]([N:14]1[CH2:19][CH2:18][C:17]2[C:20](I)=[N:21][N:22](C3CCCCO3)[C:16]=2[CH2:15]1)=[O:13].[F:30][C:31]1[CH:32]=[C:33](B(O)O)[CH:34]=[N:35][CH:36]=1.P([O-])([O-])([O-])=O.[K+].[K+].[K+]>O1CCOCC1.C1C=CC(P(C2C=CC=CC=2)[C-]2C=CC=C2)=CC=1.C1C=CC(P(C2C=CC=CC=2)[C-]2C=CC=C2)=CC=1.Cl[Pd]Cl.[Fe+2].C1(P(C2C=CC=CC=2)[C-]2C=CC=C2)C=CC=CC=1.[C-]1(P(C2C=CC=CC=2)C2C=CC=CC=2)C=CC=C1.[Fe+2]>[Cl:1][C:2]1[C:7]([C:8]([F:11])([F:10])[F:9])=[CH:6][CH:5]=[CH:4][C:3]=1[C:12]([N:14]1[CH2:19][CH2:18][C:17]2=[C:20]([C:33]3[CH:34]=[N:35][CH:36]=[C:31]([F:30])[CH:32]=3)[NH:21][N:22]=[C:16]2[CH2:15]1)=[O:13] |f:2.3.4.5,7.8.9.10,11.12.13|. The yield is 80.8%. Procedure: Following general procedure M and using 7-isopropyl-5-[isopropyl-(4-methoxy-phenyl)-amino]-3,3,6-trimethyl-2,3-dihydro-benzofuran (Compound 55, 0.077 g, 0.21 mmol) and 1M solution of 9-iodo-9-borabicyclo[3.3.1]nonane (B-iodo-9-BBN) in hexanes (0.25 mL, 0.25 mmol) in 2 mL of anhydrous dichloromethane, the title compound (0.06 g, 77%) was obtained as a brown oil that was used in the next step without further purification. Product: C(C)(C)C1=C(C(=CC=2C(COC21)(C)C)N(C2=CC=C(C=C2)O)C(C)C)C (7-Isopropyl-5-[isopropyl-(4-hydroxy-phenyl)-amino]-3,3,6-trimethyl-2,3-dihydro-benzofuran). Reaction SMILES: [CH:1]([C:4]1[C:12]2[O:11][CH2:10][C:9]([CH3:14])([CH3:13])[C:8]=2[CH:7]=[C:6]([N:15]([CH:24]([CH3:26])[CH3:25])[C:16]2[CH:21]=[CH:20][C:19]([O:22]C)=[CH:18][CH:17]=2)[C:5]=1[CH3:27])([CH3:3])[CH3:2].IB1C2CCCC1CCC2>ClCCl>[CH:1]([C:4]1[C:12]2[O:11][CH2:10][C:9]([CH3:13])([CH3:14])[C:8]=2[CH:7]=[C:6]([N:15]([CH:24]([CH3:26])[CH3:25])[C:16]2[CH:21]=[CH:20][C:19]([OH:22])=[CH:18][CH:17]=2)[C:5]=1[CH3:27])([CH3:3])[CH3:2]. Run in ClCCl (dichloromethane). The reactants are C(C)(C)C1=C(C(=CC=2C(COC21)(C)C)N(C2=CC=C(C=C2)OC)C(C)C)C (7-isopropyl-5-[isopropyl-(4-methoxy-phenyl)-amino]-3,3,6-trimethyl-2,3-dihydro-benzofuran), IB1C2CCCC1CCC2 (9-iodo-9-borabicyclo[3.3.1]nonane), hexanes, C(C)(C)C1=C(C(=CC=2C(COC21)(C)C)N(C2=CC=C(C=C2)OC)C(C)C)C (7-isopropyl-5-[isopropyl-(4-methoxy-phenyl)-amino]-3,3,6-trimethyl-2,3-dihydro-benzofuran), solution. The solvent is [OH-].[Na+] (NaOH). Procedure details: A mixture of methyl 2-phenylaminonicotinate (5 g.), gamma-octanoic lactone (10 g.) and potassium t-butoxide (7.5 g.) was stirred in a nitrogen atmosphere and heated to 95° C. where it was held for 6 hrs. After cooling, the mixture was poured into 5% NaOH (200 ml.) and stirred overnight. Acidification to pH 4.6 yielded an oil, which was extracted with ether, washed with water, dried (Na2SO4), filtered, and evaporated to a small volume. Hexane was added until turbidity was noticed, and the mixture... The reactants are C1(=CC=CC=C1)NC1=C(C(=O)OC)C=CC=N1 (methyl 2-phenylaminonicotinate), CCCCC1CCC(=O)O1 (gamma-octanoic lactone), CC(C)([O-])C.[K+] (potassium t-butoxide). Product: OC1=C(C(N(C2=NC=CC=C12)C1=CC=CC=C1)=O)CC(CCCC)O (4-Hydroxy-3-(2-hydroxyhexyl)-1-phenyl-1,8-naphthyridin-2(1H)-one). RXN SMILES: [C:1]1([NH:7][C:8]2[N:17]=[CH:16][CH:15]=[CH:14][C:9]=2[C:10]([O:12]C)=O)[CH:6]=[CH:5][CH:4]=[CH:3][CH:2]=1.[CH3:18][CH2:19][CH2:20][CH2:21][CH:22]1[O:27][C:25](=[O:26])[CH2:24][CH2:23]1.CC(C)([O-])C.[K+]>[OH-].[Na+]>[OH:12][C:10]1[C:9]2[C:8](=[N:17][CH:16]=[CH:15][CH:14]=2)[N:7]([C:1]2[CH:2]=[CH:3][CH:4]=[CH:5][CH:6]=2)[C:25](=[O:26])[C:24]=1[CH2:23][CH:22]([OH:27])[CH2:21][CH2:20][CH2:19][CH3:18] |f:2.3,4.5|. Run at temperature 95 celsius, time 6 hour. Starting materials: CS(=O)(=O)c1ccc(-c2cc(C(F)(F)F)nc(S(C)(=O)=O)n2)cc1, CN1CCCC1=O, NCC1CCC1, O. The product is CS(=O)(=O)c1ccc(-c2cc(C(F)(F)F)nc(NCC3CCC3)n2)cc1. As a reaction SMILES: [CH3:1][S:2](=[O:3])(=[O:4])[c:5]1[n:6][c:7]([C:21]([F:22])([F:23])[F:24])[cH:8][c:9](-[c:11]2[cH:12][cH:13][c:14]([S:17](=[O:18])(=[O:19])[CH3:20])[cH:15][cH:16]2)[n:10]1.[CH3:32][N:33]1[CH2:34][CH2:35][CH2:36][C:37]1=[O:38].[CH:25]1([CH2:29][NH2:30])[CH2:26][CH2:27][CH2:28]1.[OH2:31]>>[c:5]1([NH:30][CH2:29][CH:25]2[CH2:26][CH2:27][CH2:28]2)[n:6][c:7]([C:21]([F:22])([F:23])[F:24])[cH:8][c:9](-[c:11]2[cH:12][cH:13][c:14]([S:17](=[O:18])(=[O:19])[CH3:20])[cH:15][cH:16]2)[n:10]1.